Dataset: the Open Reaction Database (ORD), a public repository of structured organic reaction records. Task: describe an organic reaction: reactants, conditions, products, and yield The reactants are [BH4-].[Na+] (sodium borohydride), [Br-].COC1=CC=C(C=C1)C(=O)C[N+]1=CC=C(C=C1)C1=NNC(CN1)=O (1-[(4-Methoxyphenyl)carbonylmethyl]-4-(4,5-dihydro-1,2,4-triazin-6(1H)-one-3-yl)pyridinium bromide), ClCCl (dichloromethane). Solvent: CO (methanol). Reaction conditions: time 8 hour. Yields the product OC(CN1CC=C(CC1)C1=NNC(CN1)=O)C1=CC=C(C=C1)OC (4,5-Dihydro-3-[1-[2-hydroxy-2-(4-methoxyphenyl)ethyl]-1,2,5,6-tetrahydropyrid-4-yl]-1,2,4-triazin-6(1H)-one). Isolated yield 67.5%. Reaction SMILES: [Br-].[CH3:2][O:3][C:4]1[CH:9]=[CH:8][C:7]([C:10]([CH2:12][N+:13]2[CH:18]=[CH:17][C:16]([C:19]3[NH:24][CH2:23][C:22](=[O:25])[NH:21][N:20]=3)=[CH:15][CH:14]=2)=[O:11])=[CH:6][CH:5]=1.[BH4-].[Na+].ClCCl>CO>[OH:11][CH:10]([C:7]1[CH:6]=[CH:5][C:4]([O:3][CH3:2])=[CH:9][CH:8]=1)[CH2:12][N:13]1[CH2:18][CH2:17][C:16]([C:19]2[NH:24][CH2:23][C:22](=[O:25])[NH:21][N:20]=2)=[CH:15][CH2:14]1 |f:0.1,2.3|. Procedure details: 1-[(4-Methoxyphenyl)carbonylmethyl]-4-(4,5-dihydro-1,2,4-triazin-6(1H)-one-3-yl)pyridinium bromide (300 mg, 0.74 mmol) was dissolved in methanol (8 ml), gradually added with sodium borohydride (280 mg, 7.4 mmol) under ice cooling and stirred at room temperature overnight. The solvent was removedunder reduced pressure. The residue obtained was added with dichloromethane, washed with water and dried over anhydrous magnesium sulfate. The solvent was removed to obtain the titled compound (165 mg) as... Starting materials: Cc1cc(COc2ccc(N)cc2)c2ccccc2n1, O=C(O)CCC1NC(=O)NC1=O, O=C1CNC(=O)N1. Product: Cc1cc(COc2ccc(NC(=O)CCC3NC(=O)NC3=O)cc2)c2ccccc2n1. RXN SMILES: [CH3:13][c:14]1[n:15][c:16]2[cH:17][cH:18][cH:19][cH:20][c:21]2[c:22]([CH2:24][O:25][c:26]2[cH:27][cH:28][c:29]([NH2:30])[cH:31][cH:32]2)[cH:23]1.[NH:1]1[C:2](=[O:3])[NH:4][C:5](=[O:6])[CH:7]1[CH2:8][CH2:9][C:10](=[O:11])[OH:12].[O:33]=[C:34]1[NH:35][C:36](=[O:37])[NH:38][CH2:39]1>>[NH:1]1[C:2](=[O:3])[NH:4][C:5](=[O:6])[CH:7]1[CH2:8][CH2:9][C:10](=[O:12])[NH:30][c:29]1[cH:28][cH:27][c:26]([O:25][CH2:24][c:22]2[c:21]3[c:16]([n:15][c:14]([CH3:13])[cH:23]2)[cH:17][cH:18][cH:19][cH:20]3)[cH:32][cH:31]1.